From a dataset of the Open Reaction Database (ORD), a public repository of structured organic reaction records. describe an organic reaction: reactants, conditions, products, and yield Procedure: In a manner analogous to that described in Example 31, the cross-coupling reaction of 4-(5-bromo-2-fluorophenyl)-4-(difluoromethyl)-5,6-dihydro-4H-1,3-oxazin-2-amine (intermediate A6.12) and 5-chloropyridin-3-ylboronic acid yielded the title compound as a light brown solid. MS (ISP): m/z=356.0 [M+H]+ and 358.0 [M+2+H]+. As a reaction SMILES: Br[C:2]1[CH:3]=[CH:4][C:5]([F:18])=[C:6]([C:8]2([CH:15]([F:17])[F:16])[CH2:13][CH2:12][O:11][C:10]([NH2:14])=[N:9]2)[CH:7]=1.[Cl:19][C:20]1[CH:21]=[C:22](B(O)O)[CH:23]=[N:24][CH:25]=1>>[Cl:19][C:20]1[CH:21]=[C:22]([C:2]2[CH:3]=[CH:4][C:5]([F:18])=[C:6]([C:8]3([CH:15]([F:17])[F:16])[CH2:13][CH2:12][O:11][C:10]([NH2:14])=[N:9]3)[CH:7]=2)[CH:23]=[N:24][CH:25]=1. The product is ClC=1C=C(C=NC1)C=1C=CC(=C(C1)C1(N=C(OCC1)N)C(F)F)F (4-[5-(5-Chloro-pyridin-3-yl)-2-fluoro-phenyl]-4-difluoromethyl-5,6-dihydro-4H-[1,3]oxazin-2-ylamine). Starting materials: BrC=1C=CC(=C(C1)C1(N=C(OCC1)N)C(F)F)F (4-(5-bromo-2-fluorophenyl)-4-(difluoromethyl)-5,6-dihydro-4H-1,3-oxazin-2-amine), ClC=1C=C(C=NC1)B(O)O (5-chloropyridin-3-ylboronic acid). Starting materials: C=Cc1cc(F)c(C(C)(C)C)c(F)c1, Cn1ccnc1, Cc1ccccc1, CCOC(=O)C=[N+]=[N-]. The product is CCOC(=O)C1CC1c1cc(F)c(C(C)(C)C)c(F)c1. RXN SMILES: [C:1]([CH3:2])([CH3:3])([CH3:4])[c:5]1[c:6]([F:14])[cH:7][c:8]([CH:12]=[CH2:13])[cH:9][c:10]1[F:11].[CH3:15][n:16]1[cH:17][n:18][cH:19][cH:20]1.[CH3:29][c:30]1[cH:31][cH:32][cH:33][cH:34][cH:35]1.[N+:21](=[N-:22])=[CH:23][C:24](=[O:25])[O:26][CH2:27][CH3:28]>>[C:1]([CH3:2])([CH3:3])([CH3:4])[c:5]1[c:6]([F:14])[cH:7][c:8]([CH:12]2[CH2:13][CH:23]2[C:24](=[O:25])[O:26][CH2:27][CH3:28])[cH:9][c:10]1[F:11]. The reactants are CCN=C=NCCCN(C)C, CCN(C(C)C)C(C)C, COc1cccc(S(=O)(=O)N(CC(=O)O)c2ccc(Cl)cc2)c1, ClCCl, On1nnc2ccccc21, c1ccc(C2CCCN2)cc1. The product is COc1cccc(S(=O)(=O)N(CC(=O)N2CCCC2c2ccccc2)c2ccc(Cl)cc2)c1. RXN SMILES: [CH3:24][CH2:25][N:26]=[C:27]=[N:28][CH2:29][CH2:30][CH2:31][N:32]([CH3:33])[CH3:34].[CH:45]([N:46]([CH2:47][CH3:48])[CH:49]([CH3:50])[CH3:51])([CH3:52])[CH3:53].[Cl:1][c:2]1[cH:3][cH:4][c:5]([N:8]([S:9](=[O:10])(=[O:11])[c:12]2[cH:13][c:14]([O:18][CH3:19])[cH:15][cH:16][cH:17]2)[CH2:20][C:21](=[O:22])[OH:23])[cH:6][cH:7]1.[Cl:65][CH2:66][Cl:67].[OH:35][n:36]1[c:37]2[c:38]([cH:39][cH:40][cH:41][cH:42]2)[n:43][n:44]1.[c:54]1([CH:60]2[NH:61][CH2:62][CH2:63][CH2:64]2)[cH:55][cH:56][cH:57][cH:58][cH:59]1>>[Cl:1][c:2]1[cH:3][cH:4][c:5]([N:8]([S:9](=[O:10])(=[O:11])[c:12]2[cH:13][c:14]([O:18][CH3:19])[cH:15][cH:16][cH:17]2)[CH2:20][C:21](=[O:22])[N:61]2[CH:60]([c:54]3[cH:55][cH:56][cH:57][cH:58][cH:59]3)[CH2:64][CH2:63][CH2:62]2)[cH:6][cH:7]1. Starting materials: CCOC(C)=O, COC(=O)c1cc([N+](=O)[O-])ccc1Br, O, O=[N+]([O-])O, O=S(=O)(O)O. Yields the product COC(=O)c1cc([N+](=O)[O-])cc([N+](=O)[O-])c1Br. RXN SMILES: [CH3:25][CH2:26][O:27][C:28](=[O:29])[CH3:30].[CH3:6][O:7][C:8]([c:9]1[c:10]([Br:18])[cH:11][cH:12][c:13]([N+:15](=[O:16])[O-:17])[cH:14]1)=[O:19].[OH2:24].[OH:20][N+:21]([O-:22])=[O:23].[S:1](=[O:2])(=[O:3])([OH:4])[OH:5]>>[CH3:6][O:7][C:8]([c:9]1[c:10]([Br:18])[c:11]([N+:21](=[O:20])[O-:22])[cH:12][c:13]([N+:15](=[O:16])[O-:17])[cH:14]1)=[O:19]. Starting materials: CC(C)(C)O, CCNC(=Nc1ccccc1N1CCOCC1)NC, CCCCN. The product is CCCCNC(=Nc1ccccc1N1CCOCC1)NCC. Reaction SMILES: [C:25]([OH:26])([CH3:27])([CH3:28])[CH3:29].[CH2:1]([CH3:2])[NH:3][C:4](=[N:5][c:6]1[c:7]([N:12]2[CH2:13][CH2:14][O:15][CH2:16][CH2:17]2)[cH:8][cH:9][cH:10][cH:11]1)[NH:18][CH3:19].[CH2:20]([CH2:21][CH2:22][CH3:23])[NH2:24]>>[CH2:1]([CH3:2])[NH:3][C:4](=[N:5][c:6]1[c:7]([N:12]2[CH2:13][CH2:14][O:15][CH2:16][CH2:17]2)[cH:8][cH:9][cH:10][cH:11]1)[NH:24][CH2:20][CH2:21][CH2:22][CH3:23]. Starting materials: C(C)C1=NNC2=CC(=CC=C12)C1=CC=NN1C1=CC=C(C=C1)S(=O)(=O)C (3-ethyl-6-{1-[4-(methylsulfonyl)phenyl]-1H-pyrazol-5-yl}-1H-indazole), BrC1=NC=CC=N1 (2-bromopyrimidine), CC1(C2=CC=CC(=C2OC=2C(=CC=CC12)P(C1=CC=CC=C1)C1=CC=CC=C1)P(C1=CC=CC=C1)C1=CC=CC=C1)C (9,9-dimethyl-4,5-bis(diphenylphosphino)xanthene), CC(C)([O-])C.[Na+] (sodium tert-butoxide). Reagents/catalysts: C=1C=CC(=CC1)/C=C/C(=O)/C=C/C2=CC=CC=C2.C=1C=CC(=CC1)/C=C/C(=O)/C=C/C2=CC=CC=C2.C=1C=CC(=CC1)/C=C/C(=O)/C=C/C2=CC=CC=C2.[Pd].[Pd] (tris(dibenzylideneacetone)dipalladium(0)). Solvent: C1(=CC=CC=C1)C (toluene). Run at time 20 minute. Product: C(C)C1=NN(C2=CC(=CC=C12)C1=CC=NN1C1=CC=C(C=C1)S(=O)(=O)C)C1=NC=CC=N1 (3-ethyl-6-{1-[4-(methylsulfonyl)phenyl]-1H-pyrazol-5-yl}-1-pyrimidin-2-yl-1H-indazole). Yield: 67.5%. RXN SMILES: [CH2:1]([C:3]1[C:11]2[C:6](=[CH:7][C:8]([C:12]3[N:16]([C:17]4[CH:22]=[CH:21][C:20]([S:23]([CH3:26])(=[O:25])=[O:24])=[CH:19][CH:18]=4)[N:15]=[CH:14][CH:13]=3)=[CH:9][CH:10]=2)[NH:5][N:4]=1)[CH3:2].Br[C:28]1[N:33]=[CH:32][CH:31]=[CH:30][N:29]=1.CC1(C)C2C=CC=C(P(C3C=CC=CC=3)C3C=CC=CC=3)C=2OC2C1=CC=CC=2P(C1C=CC=CC=1)C1C=CC=CC=1.CC(C)([O-])C.[Na+]>C1C=CC(/C=C/C(/C=C/C2C=CC=CC=2)=O)=CC=1.C1C=CC(/C=C/C(/C=C/C2C=CC=CC=2)=O)=CC=1.C1C=CC(/C=C/C(/C=C/C2C=CC=CC=2)=O)=CC=1.[Pd].[Pd].C1(C)C=CC=CC=1>[CH2:1]([C:3]1[C:11]2[C:6](=[CH:7][C:8]([C:12]3[N:16]([C:17]4[CH:22]=[CH:21][C:20]([S:23]([CH3:26])(=[O:25])=[O:24])=[CH:19][CH:18]=4)[N:15]=[CH:14][CH:13]=3)=[CH:9][CH:10]=2)[N:5]([C:28]2[N:33]=[CH:32][CH:31]=[CH:30][N:29]=2)[N:4]=1)[CH3:2] |f:3.4,5.6.7.8.9|. Reported procedure: A mixture of 3-ethyl-6-{1-[4-(methylsulfonyl)phenyl]-1H-pyrazol-5-yl}-1H-indazole (50 mg, 0.14 mmol), tris(dibenzylideneacetone)dipalladium(0) (10 mg, 0.01 mmol), 2-bromopyrimidine (26 mg, 0.16 mmol), 9,9-dimethyl-4,5-bis(diphenylphosphino)xanthene (16 mg, 0.03 mmol), sodium tert-butoxide (19.7 mg, 0.21 mmol) and toluene (2.3 mL) was subjected to microwave irradiation (300 watts, 140° C.) for 300 seconds in a 10 mL sealed tube. The solvent was removed and the crude product absorbed onto silica g...